This data is from the Open Reaction Database (ORD), a public repository of structured organic reaction records. The task is: describe an organic reaction: reactants, conditions, products, and yield Starting materials: C12(CC3CC(CC(C1)C3)C2)N=C=O (1-adamantyl isocyanate), C1(=CC=CC=C1)C1=CC(=NN1C1=CC=C(C=C1)S(=O)(=O)N)NC(=O)NC1=CC(=CC=C1)C(F)(F)F (4-{5-Phenyl-3-[3-(3-trifluoromethyl-phenyl)-ureido]-pyrazol-1-yl}-benzenesulfonamide). The product is C12(CC3CC(CC(C1)C3)C2)NC(NCCCC2=NN(C(=C2)C2=CC=CC=C2)C2=CC=C(C=C2)S(=O)(=O)N)=O (4-{3-[3-(3-Adamantan-1-yl-ureido)-propyl]-5-phenyl-pyrazol-1-yl}-benzenesulfonamide). The yield is 84.0%. Reaction SMILES: [C:1]12([N:11]=[C:12]=[O:13])[CH2:10][CH:5]3[CH2:6][CH:7]([CH2:9][CH:3]([CH2:4]3)[CH2:2]1)[CH2:8]2.[C:14]1([C:20]2[N:24]([C:25]3[CH:30]=[CH:29][C:28]([S:31]([NH2:34])(=[O:33])=[O:32])=[CH:27][CH:26]=3)[N:23]=[C:22](NC(NC3C=CC=C(C(F)(F)F)C=3)=O)[CH:21]=2)[CH:19]=[CH:18][CH:17]=[CH:16][CH:15]=1>>[C:1]12([NH:11][C:12](=[O:13])[NH:11][CH2:1][CH2:2][CH2:3][C:22]3[CH:21]=[C:20]([C:14]4[CH:19]=[CH:18][CH:17]=[CH:16][CH:15]=4)[N:24]([C:25]4[CH:26]=[CH:27][C:28]([S:31]([NH2:34])(=[O:33])=[O:32])=[CH:29][CH:30]=4)[N:23]=3)[CH2:10][CH:5]3[CH2:6][CH:7]([CH2:9][CH:3]([CH2:4]3)[CH2:2]1)[CH2:8]2. Procedure details: The titled compound was prepared in 84% yield from 1-adamantyl isocyanate using the procedure detailed for compound 7. mp 139.4-143.5° C. 1H NMR (300 MHz, CDCl3): δ 7.75 (d, J=9 Hz, 2H), 7.37-7.28 (m, 5H), 7.21-7.15 (m, 2H), 6.36 (s, 1H), 5.70-5.64 (m, 2H), 4.68-4.60 (m, 1H), 4.29 (s, 1H), 3.23 (q, J=7 Hz, 2H), 2.78 (t, J=7, 2H), 2.08-1.87 (m, 9H), 1.67-1.59 (m, 6H), 1.29-1.22 (m, 2H). MS (ESI) m/z: 534.25 (M+H+). Reactants: [N+](=O)([O-])C1=CC=C(C=C1)N=C=S (4-nitrophenyl isothiocyanate), C(C)N=C=O (ethyl isocyanate), Cl (HCl), [O-][Mn](=O)(=O)=O.[K+] (KMnO4). Run in C1CCOC1 (THF). Product: C(C)N1SC(N(C1=O)C1=CC=C(C=C1)[N+](=O)[O-])=O (2-Ethyl-4-(4-nitrophenyl)-1,2,4-thiadiazolidine-3,5-dione). Reaction SMILES: [N+:1]([C:4]1[CH:9]=[CH:8][C:7]([N:10]=[C:11]=[S:12])=[CH:6][CH:5]=1)([O-:3])=[O:2].Cl.[O-:14][Mn](=O)(=O)=O.[K+].[CH2:20]([N:22]=[C:23]=[O:24])[CH3:21]>C1COCC1>[CH2:20]([N:22]1[C:23](=[O:24])[N:10]([C:7]2[CH:6]=[CH:5][C:4]([N+:1]([O-:3])=[O:2])=[CH:9][CH:8]=2)[C:11](=[O:14])[S:12]1)[CH3:21] |f:2.3|. Procedure: Reagents: 4-nitrophenyl isothiocyanate (1.17 g, 6.5 mmol), 35% HCl (3.1 ml), KMnO4 (0.5 g), ethyl isocyanate (0.51 ml, 6.5 mmol) in THF.